Dataset: the Open Reaction Database (ORD), a public repository of structured organic reaction records. Task: describe an organic reaction: reactants, conditions, products, and yield Reaction SMILES: [CH3:1][C:2]12[CH:3]=[CH:4][CH2:5][CH:6]1[CH:7]1[CH2:8][CH2:9][C:10]3=[C:15]([CH2:14][CH2:13][C:12](=[O:19])[CH2:11]3)[CH:16]1[CH2:17][CH2:18]2.[CH3:33][CH2:34][O:35][C:36](=[O:37])[CH3:38].[OH:26][c:27]1[cH:28][cH:29][cH:30][cH:31][cH:32]1.[cH:20]1[cH:21][cH:22][n:23][cH:24][cH:25]1>>[CH3:1][C:2]12[CH:3]=[CH:4][CH2:5][CH:6]1[CH:7]1[CH2:8][CH2:9][C:10]3=[CH:11][C:12](=[O:19])[CH2:13][CH2:14][C:15]3=[C:16]1[CH2:17][CH2:18]2. The product is CC12C=CCC1C1CCC3=CC(=O)CCC3=C1CC2. Reactants: CC12C=CCC1C1CCC3=C(CCC(=O)C3)C1CC2, CCOC(C)=O, Oc1ccccc1, c1ccncc1. Reactants: NC=1C=C(C(=CC1)NCCC)C=1OC2=C(N1)C=C(C=C2)Cl (2-(3-amino-6-propylaminophenyl)-5-chlorobenzoxazole), C1=CC2=C(C=C1C(=O)O)C(=O)OC2=O (1,2,4-benzenetricarboxylic anhydride). Yields the product ClC=1C=CC2=C(N=C(O2)C=2C=C(C=CC2NCCC)N2C(C3=CC=C(C=C3C2=O)C(=O)O)=O)C1 (2-[3-(5-Chlorobenzoxazol-2-yl)-4-propylaminophenyl]-1,3-dioxo-2,3-dihydro-1H-isoindole-5-carboxylic acid). Reaction SMILES: [NH2:1][C:2]1[CH:3]=[C:4]([C:12]2[O:13][C:14]3[CH:20]=[CH:19][C:18]([Cl:21])=[CH:17][C:15]=3[N:16]=2)[C:5]([NH:8][CH2:9][CH2:10][CH3:11])=[CH:6][CH:7]=1.[CH:22]1[C:27]([C:28]([OH:30])=[O:29])=[CH:26][C:25]2[C:31]([O:33][C:34](=O)[C:24]=2[CH:23]=1)=[O:32]>>[Cl:21][C:18]1[CH:19]=[CH:20][C:14]2[O:13][C:12]([C:4]3[CH:3]=[C:2]([N:1]4[C:31](=[O:32])[C:25]5[C:24](=[CH:23][CH:22]=[C:27]([C:28]([OH:30])=[O:29])[CH:26]=5)[C:34]4=[O:33])[CH:7]=[CH:6][C:5]=3[NH:8][CH2:9][CH2:10][CH3:11])=[N:16][C:15]=2[CH:17]=1. Procedure: Prepared by the method of Example 15f), from 2-(3-amino-6-propylaminophenyl)-5-chlorobenzoxazole (100 mg, 0.33 mmol) and 1,2,4-benzenetricarboxylic anhydride (69 mg, 0.36 mmol) the title compound was obtained (92 mg, 58%). 1H NMR (DMSO) δ 8.41(dd, 1H), 8.37(t, 1H), 8.09–8.05(m, 2H), 7.92(d, 1H), 7.79(d, 1H), 7.47(m, 2H), 7.03(d, 1H), 3.34(m, 2H), 1.74(m, 2H), 1.05(t, 3H). MS m/z 474.0 (M−H)−. Reactants: CC(=O)O, COC(=O)c1csc([N+](=O)[O-])c1, [Fe]. Product: COC(=O)c1csc(N)c1. Reaction SMILES: [CH3:13][C:14](=[O:15])[OH:16].[CH3:1][O:2][C:3](=[O:4])[c:5]1[cH:6][s:7][c:8]([N+:10]([O-:11])=[O:12])[cH:9]1.[Fe:17]>>[CH3:1][O:2][C:3](=[O:4])[c:5]1[cH:6][s:7][c:8]([NH2:10])[cH:9]1. As a reaction SMILES: [ClH:1].[CH3:2][O:3][C:4]([C:6]1[NH:7][C:8]2[C:13]([CH:14]=1)=[C:12]([C:15](=[O:18])[CH2:16][NH2:17])[CH:11]=[CH:10][C:9]=2[OH:19])=[O:5]>CO.[Pd]>[ClH:1].[CH3:2][O:3][C:4]([C:6]1[NH:7][C:8]2[C:13]([CH:14]=1)=[C:12]([CH:15]([OH:18])[CH2:16][NH2:17])[CH:11]=[CH:10][C:9]=2[OH:19])=[O:5] |f:0.1,4.5|. Product: Cl.COC(=O)C=1NC2=C(C=CC(=C2C1)C(CN)O)O (4-(2-amino-1-hydroxyethyl)-7-hydroxyindole-2-carboxylic acid methyl ester hydrochloride). Conditions: time 3 hour. Reactants: Cl.COC(=O)C=1NC2=C(C=CC(=C2C1)C(CN)=O)O (4-aminoacetyl-7-hydroxyindole-2-carboxylic acid methyl ester hydrochloride). Reported procedure: A solution of 1.14 g of 4-aminoacetyl-7-hydroxyindole-2-carboxylic acid methyl ester hydrochloride in 200 ml of methanol is combined with 110 mg of 10% palladium catalyst on active carbon and hydrogenated for 3 hours under shaking at normal pressure. The reaction mixture is then filtered and the filtrate evaporated to dryness. The residue is vigorously stirred with acetone/methanol 9/1; the resultant product is filtered off and dried under vacuum, thus obtaining 1.0 g of 4-(2-amino-1-hydroxyethy... Isolated yield 87.1%. The reagents and catalysts are [Pd] (palladium). The solvent is CO (methanol). The reactants are CCO, CC1CC(Cc2ccc(-c3ccccc3)cc2)N(C(=O)C(C)(C)C)C1=O, Cc1ccc(S(=O)(=O)O)cc1. The product is CCOC(=O)C(C)CC(N)Cc1ccc(-c2ccccc2)cc1. Reaction SMILES: [CH3:38][CH2:39][OH:40].[c:1]1(-[c:21]2[cH:22][cH:23][cH:24][cH:25][cH:26]2)[cH:2][cH:3][c:4]([CH2:7][CH:8]2[CH2:9][CH:10]([CH3:20])[C:11](=[O:19])[N:12]2[C:13](=[O:14])[C:15]([CH3:16])([CH3:17])[CH3:18])[cH:5][cH:6]1.[c:27]1([CH3:28])[cH:29][cH:30][c:31]([S:32]([OH:33])(=[O:34])=[O:35])[cH:36][cH:37]1>>[c:1]1(-[c:21]2[cH:22][cH:23][cH:24][cH:25][cH:26]2)[cH:2][cH:3][c:4]([CH2:7][CH:8]([CH2:9][CH:10]([C:11](=[O:19])[O:40][CH2:39][CH3:38])[CH3:20])[NH2:12])[cH:5][cH:6]1. Starting materials: ClC=1C=CC(=C(C#N)C1)C (5-chloro-2-methylbenzonitrile), Cl.NO (hydroxylamine hydrochloride), C([O-])(O)=O.[Na+] (sodium bicarbonate). Solvent: CO (methanol), CO (methanol). Yields the product ClC=1C=CC(=C(C(N)=NO)C1)C (5-chloro-N′-hydroxy-2-methylbenzimidamide). Isolated yield 98.6%. As a reaction SMILES: [Cl:1][C:2]1[CH:3]=[CH:4][C:5]([CH3:10])=[C:6]([CH:9]=1)[C:7]#[N:8].Cl.[NH2:12][OH:13].C(=O)(O)[O-].[Na+]>CO>[Cl:1][C:2]1[CH:3]=[CH:4][C:5]([CH3:10])=[C:6]([CH:9]=1)[C:7](=[N:12][OH:13])[NH2:8] |f:1.2,3.4|. Reported procedure: A solution of 5-chloro-2-methylbenzonitrile (1.5 g, 9.89 mmol), hydroxylamine hydrochloride (1.38 g, 19.79 mmol) and sodium bicarbonate (3.33 g, 39.6 mmol) in methanol (100 mL) was heated to 70° C. for 6 h. The mixture was cooled to room temperature and diluted with methanol (100 mL). The mixture was filtered, and the filtrate was concentrated, diluted with water and extracted with EtOAc (100 mL, 3×). The EtOAc extract was dried over MgSO4, filtered and concentrated under reduced pressure to obt... Starting materials: CN1CCNCC1, COc1ccccc1, [Cl-], [Cl-], [Cl-], [Cl-], CCOC(=O)c1c(Nc2cc(F)cc(F)c2N)sc2ccccc12, [Ti+4]. The product is CN1CCN(C2=Nc3c(F)cc(F)cc3Nc3sc4ccccc4c32)CC1. RXN SMILES: [CH3:25][N:26]1[CH2:27][CH2:28][NH:29][CH2:30][CH2:31]1.[CH3:32][O:33][c:34]1[cH:35][cH:36][cH:37][cH:38][cH:39]1.[Cl-:40].[Cl-:41].[Cl-:42].[Cl-:43].[NH2:1][c:2]1[c:3]([NH:4][c:5]2[c:6]([C:14]([O:15][CH2:16][CH3:17])=[O:18])[c:7]3[c:8]([s:9]2)[cH:10][cH:11][cH:12][cH:13]3)[cH:19][c:20]([F:24])[cH:21][c:22]1[F:23].[Ti+4:44]>>[N:1]1=[C:14]([N:29]2[CH2:28][CH2:27][N:26]([CH3:25])[CH2:31][CH2:30]2)[c:6]2[c:5]([s:9][c:8]3[c:7]2[cH:13][cH:12][cH:11][cH:10]3)[NH:4][c:3]2[c:2]1[c:22]([F:23])[cH:21][c:20]([F:24])[cH:19]2. Starting materials: NC1C(NC2=CC=CC=C2C1)=O (3-amino-3,4-dihydro-1H-quinolin-2-one), CCN(C(C)C)C(C)C (DIPEA), C1(=CC=CC=C1)S(=O)(=O)Cl (benzene sulfonylchloride). Run in CC#N (CH3CN). Reaction conditions: time 1.5 hour. Yields the product O=C1NC2=CC=CC=C2CC1NS(=O)(=O)C1=CC=CC=C1 (N-(2-Oxo-1,2,3,4-tetrahydroquinolin-3-yl)-benzenesulfonamide). The yield is 78.5%. Reaction SMILES: [NH2:1][CH:2]1[CH2:11][C:10]2[C:5](=[CH:6][CH:7]=[CH:8][CH:9]=2)[NH:4][C:3]1=[O:12].CCN(C(C)C)C(C)C.[C:22]1([S:28](Cl)(=[O:30])=[O:29])[CH:27]=[CH:26][CH:25]=[CH:24][CH:23]=1>CC#N>[O:12]=[C:3]1[CH:2]([NH:1][S:28]([C:22]2[CH:27]=[CH:26][CH:25]=[CH:24][CH:23]=2)(=[O:30])=[O:29])[CH2:11][C:10]2[C:5](=[CH:6][CH:7]=[CH:8][CH:9]=2)[NH:4]1. Reported procedure: To a suspension of 3-amino-3,4-dihydro-1H-quinolin-2-one (177.6 mg, 0.59 mmol) (prepared according to the procedures by Davis, A. L.; et al, Arch. Biochem. Biophys., 102, 48 (1963)) in CH3CN (5 mL) was added DIPEA (0.24 mL, 1.44 mmol), followed by addition of benzene sulfonylchloride (0.09 mL, 0.71 mmol). The mixture was stirred at RT for 1.5 h, then concentrated in vacuo. The residue was taken into EtOAc (30 ml), washed with water, brine, dried (MgSO4) and concentrated. The residue was chromato... Starting materials: C(C)(C)(C)OC(NC1=CC(=CC=C1)SC1=C(C=C(C=C1)C(NC1=CC(=CC=C1)Br)=O)N)=O ({3-[2-Amino-4-(3-bromo-phenylcarbamoyl)-phenylsulfanyl]-phenyl}-carbamic acid tert-butyl ester), C(C)(C)(C)OC(NC1=CC(=CC=C1)OC1=C(C=C(C=C1)C(NC1=CC(=CC=C1)Br)=O)N)=O ({3-[2-Amino-4-(3-bromo-phenylcarbamoyl)-phenoxy]-phenyl}-carbamic acid tert-butyl ester), C(#N)C=1C(=NC(=CC1)C)N=CN(C)C (N′-(3-Cyano-6-methyl-pyridin-2-yl)-N,N-dimethyl-formamidine), C(#N)C=1C(=NC(=CC1)C)N=CN(C)C (N′-(3-Cyano-6-methyl-pyridin-2-yl)-N,N-dimethyl-formamidine), C(C)(C)(C)OC(NC1=CC(=CC=C1)OC1=C(C=C(C=C1)C(NC1=CC(=CC=C1)Br)=O)N)=O ({3-[2-Amino-4-(3-bromo-phenylcarbamoyl)-phenoxy]-phenyl}-carbamic acid tert-butyl ester), product. Product: C(C)(C)(C)OC(NC1=CC(=CC=C1)OC1=C(C=C(C=C1)C(NC1=CC(=CC=C1)Br)=O)NC=1C2=C(N=CN1)N=C(C=C2)C)=O ({3-[4-(3-Bromo-phenylcarbamoyl)-2-(7-methyl-pyrido[2,3-d]pyrimidin-4-ylamino)-phenoxy]-phenyl}-carbamic acid tert-butyl ester). Isolated yield 44.0%. Reaction SMILES: [C:1]([O:5][C:6](=[O:32])[NH:7][C:8]1[CH:13]=[CH:12][CH:11]=[C:10]([O:14][C:15]2[CH:20]=[CH:19][C:18]([C:21](=[O:30])[NH:22][C:23]3[CH:28]=[CH:27][CH:26]=[C:25]([Br:29])[CH:24]=3)=[CH:17][C:16]=2[NH2:31])[CH:9]=1)([CH3:4])([CH3:3])[CH3:2].C([C:35]1[C:36]([N:42]=[CH:43][N:44]([CH3:46])C)=[N:37][C:38]([CH3:41])=[CH:39][CH:40]=1)#N.C(OC(=O)NC1C=CC=C(SC2C=CC(C(=O)NC3C=CC=C(Br)C=3)=CC=2N)C=1)(C)(C)C>>[C:1]([O:5][C:6](=[O:32])[NH:7][C:8]1[CH:13]=[CH:12][CH:11]=[C:10]([O:14][C:15]2[CH:20]=[CH:19][C:18]([C:21](=[O:30])[NH:22][C:23]3[CH:28]=[CH:27][CH:26]=[C:25]([Br:29])[CH:24]=3)=[CH:17][C:16]=2[NH:31][C:46]2[C:35]3[CH:40]=[CH:39][C:38]([CH3:41])=[N:37][C:36]=3[N:42]=[CH:43][N:44]=2)[CH:9]=1)([CH3:4])([CH3:2])[CH3:3]. Procedure: The product of Example 107B was reacted with the product from Example 9B using the procedure from Example 95D substituting the product from Example 107B for the product from Example 95C and substituting the product from Example 9B for the product from Example 8E to provide the crude product was purified by HPLC with NH4OH to provide the title compound (28 mg, 44%). 1H NMR (300 MHz, DMSO-D6) δ ppm: 1.45 (s, 9 H), 2.66 (s, 3 H), 6.61 (d, J=8.09 Hz, 1 H), 7.04 (d, J=8.46 Hz, 1 H), 7.11-7.23 (m, 2 H... Reactants: CCOC(=O)C=Cc1c[nH]c2c(C#N)cc(F)cc12, C1CCOC1. The product is CCOC(=O)CCc1c[nH]c2c(C#N)cc(F)cc12. Reaction SMILES: [C:1](#[N:2])[c:3]1[cH:4][c:5]([F:19])[cH:6][c:7]2[c:8]([CH:12]=[CH:13][C:14](=[O:15])[O:16][CH2:17][CH3:18])[cH:9][nH:10][c:11]12.[CH2:20]1[O:21][CH2:22][CH2:23][CH2:24]1>>[C:1](#[N:2])[c:3]1[cH:4][c:5]([F:19])[cH:6][c:7]2[c:8]([CH2:12][CH2:13][C:14](=[O:15])[O:16][CH2:17][CH3:18])[cH:9][nH:10][c:11]12.